Dataset: the Open Reaction Database (ORD), a public repository of structured organic reaction records. Task: describe an organic reaction: reactants, conditions, products, and yield The reactants are C([O-])(O)=O.[Na+] (sodium bicarbonate), C(C)N1CCCOC2=C1C=C(C=C2)N (9-Ethyl-6,7,8,9-tetrahydro-5-oxa-9-aza-benzocyclohepten-2-ylamine), C12(C(=O)CC(CC1)C2(C)C)CS(=O)(=O)O (10-Camphorsulfonic acid), CNC(=O)C=1SC=CC1NC1=NC(=NC=C1Cl)Cl (3-(2,5-Dichloro-pyrimidin-4-ylamino)-thiophene-2-carboxylic acid methylamide). Solvent: C(C)(C)O (Isopropyl alcohol), O (water). Product: CNC(=O)C=1SC=CC1NC1=NC(=NC=C1Cl)NC=1C=CC2=C(N(CCCO2)CC)C1 (3-[5-Chloro-2-(9-ethyl-6,7,8,9-tetrahydro-5-oxa-9-aza-benzocyclohepten-2-ylamino)-pyrimidin-4-ylamino]-thiophene-2-carboxylic acid methylamide). Yield: 48.7%. Reaction SMILES: [CH2:1]([N:3]1[C:9]2[CH:10]=[C:11]([NH2:14])[CH:12]=[CH:13][C:8]=2[O:7][CH2:6][CH2:5][CH2:4]1)[CH3:2].C12(CS(O)(=O)=O)C(C)(C)C(CC1)CC2=O.[CH3:30][NH:31][C:32]([C:34]1[S:35][CH:36]=[CH:37][C:38]=1[NH:39][C:40]1[C:45]([Cl:46])=[CH:44][N:43]=[C:42](Cl)[N:41]=1)=[O:33].C(=O)(O)[O-].[Na+]>C(O)(C)C.O>[CH3:30][NH:31][C:32]([C:34]1[S:35][CH:36]=[CH:37][C:38]=1[NH:39][C:40]1[C:45]([Cl:46])=[CH:44][N:43]=[C:42]([NH:14][C:11]2[CH:12]=[CH:13][C:8]3[O:7][CH2:6][CH2:5][CH2:4][N:3]([CH2:1][CH3:2])[C:9]=3[CH:10]=2)[N:41]=1)=[O:33] |f:3.4|. Reported procedure: 9-Ethyl-6,7,8,9-tetrahydro-5-oxa-9-aza-benzocyclohepten-2-ylamine (57 mg, 0.30 mmol), 10-Camphorsulfonic acid (72.3 mg, 0.311 mmol) and 3-(2,5-Dichloro-pyrimidin-4-ylamino)-thiophene-2-carboxylic acid methylamide (9.0E1 mg, 0.30 mmol) in Isopropyl alcohol (2.0 mL) was irradiated in a CEM microwave (120° C., 30 min). The mixture was diluted with satd. sodium bicarbonate (1 mL) and water (6 mL). The flocculent solids were separated from an oily residue on the sides of the vial, filtered and washed... Starting materials: CCN=C=NCCCN(C)C, CN(C)c1ccncc1, NCCN1CCOCC1, CCCCCN(CCCCC)C(=O)N1CCN(C(=O)N(c2ccccc2)c2ccccc2)C(C(=O)O)C1. Product: CCCCCN(CCCCC)C(=O)N1CCN(C(=O)N(c2ccccc2)c2ccccc2)C(C(=O)NCCN2CCOCC2)C1. Reaction SMILES: [CH3:38][CH2:39][N:40]=[C:41]=[N:42][CH2:43][CH2:44][CH2:45][N:46]([CH3:47])[CH3:48].[CH3:58][N:59]([c:60]1[cH:61][cH:62][n:63][cH:64][cH:65]1)[CH3:66].[NH2:49][CH2:50][CH2:51][N:52]1[CH2:53][CH2:54][O:55][CH2:56][CH2:57]1.[c:1]1([N:7]([C:8](=[O:9])[N:10]2[CH:11]([C:29](=[O:30])[OH:31])[CH2:12][N:13]([C:16]([N:17]([CH2:18][CH2:19][CH2:20][CH2:21][CH3:22])[CH2:23][CH2:24][CH2:25][CH2:26][CH3:27])=[O:28])[CH2:14][CH2:15]2)[c:32]2[cH:33][cH:34][cH:35][cH:36][cH:37]2)[cH:2][cH:3][cH:4][cH:5][cH:6]1>>[c:1]1([N:7]([C:8](=[O:9])[N:10]2[CH:11]([C:29](=[O:30])[NH:49][CH2:50][CH2:51][N:52]3[CH2:53][CH2:54][O:55][CH2:56][CH2:57]3)[CH2:12][N:13]([C:16]([N:17]([CH2:18][CH2:19][CH2:20][CH2:21][CH3:22])[CH2:23][CH2:24][CH2:25][CH2:26][CH3:27])=[O:28])[CH2:14][CH2:15]2)[c:32]2[cH:33][cH:34][cH:35][cH:36][cH:37]2)[cH:2][cH:3][cH:4][cH:5][cH:6]1.